Dataset: the Open Reaction Database (ORD), a public repository of structured organic reaction records. Task: describe an organic reaction: reactants, conditions, products, and yield Starting materials: Cl.Cl.CN1N=C(N=C1NCCSCC=1OC(=CC1)CN(C)C)N (1-methyl-N5 -[2-[[[5-(dimethylamino)methyl-2-furanyl]methyl]thio]ethyl]-1H-1,2,4-triazole-3,5-diamine, dihydrochloride), C([O-])([O-])=O.[K+].[K+] (potassium carbonate), anhydride. The solvent is CC(=O)C (acetone). Reaction conditions: temperature 5 celsius. The product is CN1N=C(N=C1NCCSCC=1OC(=CC1)CN(C)C)NC=O (N-[1-methyl-5-[[2-[[[5-[(dimethylamino)methyl]-2-furanyl]methyl]thio]ethyl]amino]-1H-1,2,4-triazol-3-yl]formamide). The yield is 13.9%. As a reaction SMILES: Cl.Cl.[CH3:3][N:4]1[C:8]([NH:9][CH2:10][CH2:11][S:12][CH2:13][C:14]2[O:15][C:16]([CH2:19][N:20]([CH3:22])[CH3:21])=[CH:17][CH:18]=2)=[N:7][C:6]([NH2:23])=[N:5]1.[C:24](=O)([O-])[O-:25].[K+].[K+]>CC(C)=O>[CH3:3][N:4]1[C:8]([NH:9][CH2:10][CH2:11][S:12][CH2:13][C:14]2[O:15][C:16]([CH2:19][N:20]([CH3:21])[CH3:22])=[CH:17][CH:18]=2)=[N:7][C:6]([NH:23][CH:24]=[O:25])=[N:5]1 |f:0.1.2,3.4.5|. Procedure details: A stirred suspension of 1-methyl-N5 -[2-[[[5-(dimethylamino)methyl-2-furanyl]methyl]thio]ethyl]-1H-1,2,4-triazole-3,5-diamine, dihydrochloride (3.83 g) and potassium carbonate (3.04 g) in acetone (60 ml) was heated at reflux for 30 min, and then cooled to 5° C. Aceticformic anhydride (1.32 g) was added and the suspension was allowed to warm up to room temperature. The inorganic material was filtered off and the solution evaporated to give an oil which was chromatographed. The resulting oil was d... The reactants are C(C)OCC (diethyl ether), C[Li] (methyllithium), CC12C(=NC=3C=CC(=CC13)C(C)C)C1=CC=CC=C1C2 (9b,10-dihydro-9b-methyl-8-isopropylindeno-[1,2-b]indole), [Cl-].[NH4+] (ammonium chloride), [Cl-].[NH4+] (ammonium chloride). Solvent: O1CCCC1 (tetrahydrofuran), O1CCCC1 (tetrahydrofuran). Reaction conditions: temperature -78 celsius, time 0.5 hour. The product is C[C@]12NC=3C=CC(=CC3[C@]1(CC1=CC=CC=C12)C)C(C)C (cis-4b,5,9b,10-Tetrahydro-4b,9b-dimethyl-8-isopropylindeno[1,2-b]indole). As a reaction SMILES: C[Li].[CH3:3][C:4]12[CH2:22][C:21]3[C:16](=[CH:17][CH:18]=[CH:19][CH:20]=3)[C:5]1=[N:6][C:7]1[CH:8]=[CH:9][C:10]([CH:13]([CH3:15])[CH3:14])=[CH:11][C:12]=12.[Cl-].[NH4+].[CH2:25](OCC)C>O1CCCC1>[CH3:25][C@@:5]12[C:16]3[C:21](=[CH:20][CH:19]=[CH:18][CH:17]=3)[CH2:22][C@:4]1([CH3:3])[C:12]1[CH:11]=[C:10]([CH:13]([CH3:15])[CH3:14])[CH:9]=[CH:8][C:7]=1[NH:6]2 |f:2.3|. Procedure: To a solution of methyllithium (1.4M in ether, 14.5 cm3, 12.4 mmol) in dry tetrahydrofuran (20 cm3), at -78° C., under nitrogen, in a flame dried flask, was added dropwise, over 1 hour, a solution of 9b,10-dihydro-9b-methyl-8-isopropylindeno-[1,2-b]indole (1.62 g, 6.20 mmol) in dry tetrahydrofuran (30 cm3). After addition, the mixture was stirred for a further 1/2 hour at -78° C. Saturated ammonium chloride solution (2 cm3) was then added and the mixture allowed to warm to room temperature. The ... The reactants are Grignard reagent, halide, FC(C1=CC=2C(C3=CC=CC=C3OC2C=C1)=O)(F)F (2-trifluoromethylxanthone), Cl.ClC1CCN(CC1)C (4-chloro-N-methylpiperidine hydrochloride), [Mg] (magnesium). Solvent: O1CCCC1 (tetrahydrofuran). Conditions: time 1 hour. Yields the product CN1CCC(CC1)C1(C2=CC=CC=C2OC=2C=CC(=CC12)C(F)(F)F)O (9-(1-methyl-4-piperidyl)-2-trifluoromethylxanthene-9-ol). RXN SMILES: Cl.Cl[CH:3]1[CH2:8][CH2:7][N:6]([CH3:9])[CH2:5][CH2:4]1.[Mg].[F:11][C:12]([F:29])([F:28])[C:13]1[CH:26]=[CH:25][C:24]2[O:23][C:22]3[C:17](=[CH:18][CH:19]=[CH:20][CH:21]=3)[C:16](=[O:27])[C:15]=2[CH:14]=1>O1CCCC1>[CH3:9][N:6]1[CH2:7][CH2:8][CH:3]([C:16]2([OH:27])[C:15]3[CH:14]=[C:13]([C:12]([F:28])([F:29])[F:11])[CH:26]=[CH:25][C:24]=3[O:23][C:22]3[C:17]2=[CH:18][CH:19]=[CH:20][CH:21]=3)[CH2:4][CH2:5]1 |f:0.1|. Procedure: The Grignard reagent from 68 g. (0.4 m.) of 4-chloro-N-methylpiperidine hydrochloride and 9.7 g. (0.4 m.) of magnesium turnings in a total volume of 250 ml. of tetrahydrofuran is obtained following the procedure of Example 3. After all the halide is added, 75.6 g. (0.287 m.) of 2-trifluoromethylxanthone is added portionwise and refluxing/stirring are continued for one hour under nitrogen. The reaction mixture is quenched on ice-water-ammonium chloride to give 9-(1-methyl-4-piperidyl)-2-trifluoro...